Dataset: the Open Reaction Database (ORD), a public repository of structured organic reaction records. Task: describe an organic reaction: reactants, conditions, products, and yield Starting materials: C(C)OC(=O)C=1N=C(SC1)NC(C(CC1CCCC1)C1=CC(=C(C=C1)Cl)Cl)=O (2-[3-cyclopentyl-2-(3,4-dichlorophenyl)-propionylamino]-thiazole-4-carboxylic acid ethyl ester), [BH4-].[Na+] (sodium borohydride). Run in O1CCCC1 (tetrahydrofuran). Reaction conditions: temperature 25 celsius. Product: hexanes ethyl acetate, C1(CCCC1)CC(C(=O)NC=1SC=C(N1)CO)C1=CC(=C(C=C1)Cl)Cl (3-cyclopentyl-2-(3,4-dichlorophenyl)-N-(4-hydroxymethyl-thiazol-2-yl)-propionamide). Yield: 25.0%. RXN SMILES: C([O:3][C:4]([C:6]1[N:7]=[C:8]([NH:11][C:12](=[O:28])[CH:13]([C:20]2[CH:25]=[CH:24][C:23]([Cl:26])=[C:22]([Cl:27])[CH:21]=2)[CH2:14][CH:15]2[CH2:19][CH2:18][CH2:17][CH2:16]2)[S:9][CH:10]=1)=O)C.[BH4-].[Na+]>O1CCCC1>[CH:15]1([CH2:14][CH:13]([C:20]2[CH:25]=[CH:24][C:23]([Cl:26])=[C:22]([Cl:27])[CH:21]=2)[C:12]([NH:11][C:8]2[S:9][CH:10]=[C:6]([CH2:4][OH:3])[N:7]=2)=[O:28])[CH2:16][CH2:17][CH2:18][CH2:19]1 |f:1.2|. Procedure details: A solution of 2-[3-cyclopentyl-2-(3,4-dichlorophenyl)-propionylamino]-thiazole-4-carboxylic acid ethyl ester (prepared as in Example 1(B)(f), 200 mg, 0.45 mmol) in tetrahydrofuran (3 mL) at 25° C. was slowly treated with sodium borohydride (26.0 mg, 0.68 mmol). The reaction mixture was heated under reflux for 48 h. The reaction mixture was allowed to cool to 25° C. and then slowly quenched by the dropwise addition of water. The resulting reaction mixture was partitioned between water and ethyl a... Starting materials: ClC=1C=C(C=CC1Cl)C(CC(=O)N1CC2=CC=CC=C2CC1)CC=O (2-[3-(3,4-dichlorophenyl)-1,5-dioxopentyl]-1,2,3,4-tetrahydroisoquinoline), 3A, Cl.C1(=CC=CC=C1)C1(CCNCC1)O (4-phenyl-4-hydroxypiperidine HCl), [BH3-]C#N.[Na+] (NaBH3CN). Run in CO.C1CCOC1 (MeOH THF). Conditions: time 18 hour. Yields the product ClC=1C=C(C=CC1Cl)C(CC(=O)N1CC2=CC=CC=C2CC1)CCN1CCC(CC1)(C1=CC=CC=C1)O (2-[3-(3,4-dichlorophenyl)-5-(4-hydroxy-4-phenyl-1-piperidinyl)-1-oxopentyl]-1,2,3,4-tetrahydroisoquinoline). Isolated yield 70.9%. Reaction SMILES: [Cl:1][C:2]1[CH:3]=[C:4]([CH:9]([CH2:23][CH:24]=O)[CH2:10][C:11]([N:13]2[CH2:22][CH2:21][C:20]3[C:15](=[CH:16][CH:17]=[CH:18][CH:19]=3)[CH2:14]2)=[O:12])[CH:5]=[CH:6][C:7]=1[Cl:8].Cl.[C:27]1([C:33]2([OH:39])[CH2:38][CH2:37][NH:36][CH2:35][CH2:34]2)[CH:32]=[CH:31][CH:30]=[CH:29][CH:28]=1.[BH3-]C#N.[Na+]>CO.C1COCC1>[Cl:1][C:2]1[CH:3]=[C:4]([CH:9]([CH2:23][CH2:24][N:36]2[CH2:37][CH2:38][C:33]([OH:39])([C:27]3[CH:28]=[CH:29][CH:30]=[CH:31][CH:32]=3)[CH2:34][CH2:35]2)[CH2:10][C:11]([N:13]2[CH2:22][CH2:21][C:20]3[C:15](=[CH:16][CH:17]=[CH:18][CH:19]=3)[CH2:14]2)=[O:12])[CH:5]=[CH:6][C:7]=1[Cl:8] |f:1.2,3.4,5.6|. Reported procedure: 2-[3-(3,4-dichlorophenyl)-1,5-dioxopentyl]-1,2,3,4-tetrahydroisoquinoline (800 mg), in MeOH/THF (1:1, 20 mL) was treated sequentially with molecular sieves 3A (900 mg), 4-phenyl-4-hydroxypiperidine HCl (900 mg) and NaBH3CN (130 mg). The resulting mixture was stirred at room temperature for 18 hours. The reaction mixture was with quenched with water (20 mL) and diluted with CH2Cl2 (50 mL). The organic layer was separated and the aqueous layer extracted with CH2Cl2 (3×50 mL) The combined organic l... Starting materials: ClCCl, CN(C)c1ccncc1, CCOC(C)=O, O=C(Cl)C(=O)Cl, CCOP(=O)(OCC)C(N)P(=O)(OCC)OCC, c1ccncc1, O=C(O)c1cc2ccccc2s1, O=C(Cl)c1cc2ccccc2s1. The product is CCOP(=O)(OCC)C(NC(=O)c1cc2ccccc2s1)P(=O)(OCC)OCC. As a reaction SMILES: [CH2:49]([Cl:50])[Cl:51].[CH3:52][N:53]([CH3:54])[c:55]1[cH:56][cH:57][n:58][cH:59][cH:60]1.[CH3:61][CH2:62][O:63][C:64](=[O:65])[CH3:66].[Cl:25][C:26]([C:27]([Cl:28])=[O:29])=[O:30].[NH2:31][CH:32]([P:33]([O:34][CH2:35][CH3:36])([O:37][CH2:38][CH3:39])=[O:40])[P:41]([O:42][CH2:43][CH3:44])([O:45][CH2:46][CH3:47])=[O:48].[cH:67]1[cH:68][cH:69][n:70][cH:71][cH:72]1.[s:13]1[c:14]([C:15]([OH:16])=[O:17])[cH:18][c:19]2[cH:20][cH:21][cH:22][cH:23][c:24]12.[s:1]1[c:2]2[c:3]([cH:4][c:5]1[C:6](=[O:7])[Cl:8])[cH:9][cH:10][cH:11][cH:12]2>>[s:1]1[c:2]2[c:3]([cH:4][c:5]1[C:6](=[O:7])[NH:31][CH:32]([P:33]([O:34][CH2:35][CH3:36])([O:37][CH2:38][CH3:39])=[O:40])[P:41]([O:42][CH2:43][CH3:44])([O:45][CH2:46][CH3:47])=[O:48])[cH:9][cH:10][cH:11][cH:12]2. Reactants: N[C@@H]1[C@H]([C@@H]([C@H](C[C@@H]1O)C(F)F)O)O ((1R,2R,3S,4S,6S)-3-amino-6-(difluoromethyl)cyclohexane-1,2,4-triol), C(=S)(N1C=NC=C1)N1C=NC=C1 (thiocarbonyldiimidazole). Solvent: CN(C)C=O (DMF). Conditions: time 4 hour. Yields the product FC([C@H]1C[C@H]2[C@H](NC(O2)=S)[C@H]([C@@H]1O)O)F ((3aR,4R,5R,6S,7aS)-6-(difluoromethyl)-4,5-dihydroxyhexahydrobenzo[d]oxazole-2(3H)-thione). The yield is 65.4%. RXN SMILES: [NH2:1][C@H:2]1[C@@H:7]([OH:8])[CH2:6][C@H:5]([CH:9]([F:11])[F:10])[C@@H:4]([OH:12])[C@@H:3]1[OH:13].[C:14](N1C=CN=C1)(N1C=CN=C1)=[S:15]>CN(C=O)C>[F:11][CH:9]([F:10])[C@@H:5]1[C@@H:4]([OH:12])[C@H:3]([OH:13])[C@H:2]2[NH:1][C:14](=[S:15])[O:8][C@H:7]2[CH2:6]1. Procedure details: To a solution of (1R,2R,3S,4S,6S)-3-amino-6-(difluoromethyl)cyclohexane-1,2,4-triol (300 mg, 1.52 mmol) in DMF (3 mL) at room temperature was added thiocarbonyldiimidazole (298 mg, 1.67 mmol). The mixture was stirred at room temperature for 4 h. Solvent was evaporated and the residue was purified by silica gel column chromatography, eluted with 5%-8% MeOH in DCM to give the product (3aR,4R,5R,6S,7aS)-6-(difluoromethyl)-4,5-dihydroxyhexahydrobenzo[d]oxazole-2(3H)-thione (238 mg, 65%) as a white s... Reactants: COc1ccc2ncc(F)c(Br)c2n1, O=C(NC1CCNCC1)OCc1ccccc1, [K+], [K+], [K+], CC(=O)[O-], CC(=O)[O-], O=P([O-])([O-])[O-], [Pd+2]. Yields the product COc1ccc2ncc(F)c(N3CCC(NC(=O)OCc4ccccc4)CC3)c2n1. As a reaction SMILES: [Br:1][c:2]1[c:3]([F:14])[cH:4][n:5][c:6]2[cH:7][cH:8][c:9]([O:12][CH3:13])[n:10][c:11]12.[CH2:23]([c:24]1[cH:25][cH:26][cH:27][cH:28][cH:29]1)[O:30][C:31]([NH:32][CH:33]1[CH2:34][CH2:35][NH:36][CH2:37][CH2:38]1)=[O:39].[K+:20].[K+:21].[K+:22].[O-:41][C:42]([CH3:43])=[O:44].[O-:45][C:46]([CH3:47])=[O:48].[P:15]([O-:16])([O-:17])([O-:18])=[O:19].[Pd+2:40]>>[c:2]1([N:36]2[CH2:35][CH2:34][CH:33]([NH:32][C:31]([O:30][CH2:23][c:24]3[cH:25][cH:26][cH:27][cH:28][cH:29]3)=[O:39])[CH2:38][CH2:37]2)[c:3]([F:14])[cH:4][n:5][c:6]2[cH:7][cH:8][c:9]([O:12][CH3:13])[n:10][c:11]12. Reactants: CC(C)Br, O=C([O-])[O-], Nc1nc(Nc2ccc(Oc3ccnc4[nH]ccc34)c(F)c2)cc(C2CCCNC2)n1, [K+], [K+], CN(C)C=O. Product: CC(C)N1CCCC(c2cc(Nc3ccc(Oc4ccnc5[nH]ccc45)c(F)c3)nc(N)n2)C1. RXN SMILES: [Br:32][CH:33]([CH3:34])[CH3:35].[C:36](=[O:37])([O-:38])[O-:39].[F:1][c:2]1[cH:3][c:4]([NH:18][c:19]2[n:20][c:21]([NH2:31])[n:22][c:23]([CH:25]3[CH2:26][NH:27][CH2:28][CH2:29][CH2:30]3)[cH:24]2)[cH:5][cH:6][c:7]1[O:8][c:9]1[c:10]2[c:11]([n:12][cH:13][cH:14]1)[nH:15][cH:16][cH:17]2.[K+:40].[K+:41].[O:42]=[CH:43][N:44]([CH3:45])[CH3:46]>>[F:1][c:2]1[cH:3][c:4]([NH:18][c:19]2[n:20][c:21]([NH2:31])[n:22][c:23]([CH:25]3[CH2:26][N:27]([CH:33]([CH3:34])[CH3:35])[CH2:28][CH2:29][CH2:30]3)[cH:24]2)[cH:5][cH:6][c:7]1[O:8][c:9]1[c:10]2[c:11]([n:12][cH:13][cH:14]1)[nH:15][cH:16][cH:17]2.